Dataset: the Open Reaction Database (ORD), a public repository of structured organic reaction records. Task: describe an organic reaction: reactants, conditions, products, and yield Starting materials: CCO, [N-]=[N+]=NCCCCCCCCO. Product: NCCCCCCCCO. RXN SMILES: [CH3:13][CH2:14][OH:15].[N:1](=[N+:2]=[N-:3])[CH2:4][CH2:5][CH2:6][CH2:7][CH2:8][CH2:9][CH2:10][CH2:11][OH:12]>>[NH2:1][CH2:4][CH2:5][CH2:6][CH2:7][CH2:8][CH2:9][CH2:10][CH2:11][OH:12].